Dataset: the Open Reaction Database (ORD), a public repository of structured organic reaction records. Task: describe an organic reaction: reactants, conditions, products, and yield The reactants are [Li+].[OH-] (LiOH), FC([C@H]1[C@@H](CNCC1)C(=O)OC)(F)F (racemic trans-methyl 4-(trifluoromethyl)piperidine-3-carboxylate), ClC1=C2C(NC=N1)=NC=C2 (4-chloropyrrolo[2,3-d]pyrimidine), N1=CC=CC=C1 (pyridine). The solvent is O (water), CN(C)C=O (DMF), [Cl-].[Na+].O (brine). Run at time 68 hour. Product: N1=CN=C(C2=C1NC=C2)N2C[C@H]([C@@H](CC2)C(F)(F)F)C(=O)O (trans 1-(7 H-Pyrrolo[2,3-d]pyrimidin-4-yl)-4-(trifluoromethyl)piperidine-3-carboxylic acid). The yield is 52.5%. Reaction SMILES: [F:1][C:2]([F:14])([F:13])[C@@H:3]1[CH2:8][CH2:7][NH:6][CH2:5][C@H:4]1[C:9]([O:11]C)=[O:10].Cl[C:16]1[N:21]=[CH:20][NH:19][C:18]2=[N:22][CH:23]=[CH:24][C:17]=12.N1C=CC=CC=1.[Li+].[OH-]>CN(C=O)C.[Cl-].[Na+].O.O>[N:19]1[C:18]2[NH:22][CH:23]=[CH:24][C:17]=2[C:16]([N:6]2[CH2:7][CH2:8][C@@H:3]([C:2]([F:14])([F:13])[F:1])[C@H:4]([C:9]([OH:11])=[O:10])[CH2:5]2)=[N:21][CH:20]=1 |f:3.4,6.7.8|. Procedure details: A solution of racemic trans-methyl 4-(trifluoromethyl)piperidine-3-carboxylate E (1.00 g, 4.74 mmol), 4-chloropyrrolo[2,3-d]pyrimidine (0.873 g, 5.68 mmol) and pyridine (0.766 mL, 9.47 mmol) in DMF (5 mL) was heated at 80° C. for 24 hours. The solution was diluted with brine and the reaction mixture was extracted with EtOAc. The organic phase was concentrated in vacuo to afford a residue which was treated with LiOH (0.9 g, 37.8 mmol) in water (40 mL) was stirred for 68 h. The resulting precipita... Starting materials: COC(C1=CC(C(=O)OC)=CC(=C1)OCC)=O (5-ethoxy-isophthalic acid dimethyl ester), [OH-].[Na+] (NaOH). The solvent is CO (MeOH). Conditions: time 17 hour. Product: COC(C1=CC(C(=O)O)=CC(=C1)OCC)=O (5-Ethoxy-isophthalic acid monomethyl ester). Isolated yield 82.1%. Reaction SMILES: [CH3:1][O:2][C:3](=[O:17])[C:4]1[CH:13]=[C:12]([O:14][CH2:15][CH3:16])[CH:11]=[C:6]([C:7]([O:9]C)=[O:8])[CH:5]=1.[OH-].[Na+]>CO>[CH3:1][O:2][C:3](=[O:17])[C:4]1[CH:13]=[C:12]([O:14][CH2:15][CH3:16])[CH:11]=[C:6]([C:7]([OH:9])=[O:8])[CH:5]=1 |f:1.2|. Procedure: To a solution of 5-ethoxy-isophthalic acid dimethyl ester (D43) (22 g, 92.4 mmol, 1 equiv) in MeOH (440 ml) was added 1N aqueous NaOH solution (87.8 ml, 87.8 mmol, 0.95 equiv) and the resulting solution was stirred at room temperature for 17 h. Most of the MeOH was removed in vacuo and the residue was partitioned between AcOEt and 1N aqueous NaOH solution. The aqueous layer was extracted with AcOEt, acidified to pH 1 and re-extracted with AcOEt. The second organic extract was dried over MgSO4 an... As a reaction SMILES: [CH3:17][CH2:18][O:19][C:20]([CH3:21])=[O:22].[CH3:2][C:3]1([CH3:13])[CH2:4][CH:5]=[C:6]([CH2:9][CH2:10][CH2:11][OH:12])[CH2:7][CH2:8]1.[Cl:14][O-:15].[Na+:16].[OH2:1]>>[CH3:2][C:3]1([CH3:13])[CH2:4][CH:5]=[C:6]([CH2:9][CH2:10][CH:11]=[O:12])[CH2:7][CH2:8]1. Reactants: CCOC(C)=O, CC1(C)CC=C(CCCO)CC1, [O-]Cl, [Na+], O. The product is CC1(C)CC=C(CCC=O)CC1. Reactants: C(C)(=O)NC1COC2=C(C=CC(=C2C1=O)NC(C)=O)C (3, 5-Diacetylamino-8-methyl-4-chromanone), Cl (hydrochloric acid), C([O-])(O)=O.[Na+] (sodium bicarbonate). Conditions: temperature 80 celsius, time 1 hour. Product: C(C)(=O)NC1COC2=C(C=CC(=C2C1=O)N)C (3-Acetylamino-5-amino-8-methyl-4-chromanone). As a reaction SMILES: [C:1]([NH:4][CH:5]1[C:14](=[O:15])[C:13]2[C:8](=[C:9]([CH3:20])[CH:10]=[CH:11][C:12]=2[NH:16]C(=O)C)[O:7][CH2:6]1)(=[O:3])[CH3:2].Cl.C(=O)(O)[O-].[Na+]>>[C:1]([NH:4][CH:5]1[C:14](=[O:15])[C:13]2[C:8](=[C:9]([CH3:20])[CH:10]=[CH:11][C:12]=2[NH2:16])[O:7][CH2:6]1)(=[O:3])[CH3:2] |f:2.3|. Procedure details: The compound prepared in (1) above (100 mg) was added to 3 ml of concentrated hydrochloric acid and heated at 80° C. with stirring for 1 hour. The mixture was cooled, alkalinized with the addition of sodium bicarbonate, and extracted with chloroform. The chloroform layer was dried over anhydrous sodium sulfate. The solvent was evaporated and the residue was subjected to silica gel column chromatography using chloroform-ethyl acetate (4:1) as an eluant to obtain fractions containing the target co... Reactants: [O-][N+]1=C(c2ccccc2)c2cc(Cl)ccc2-n2c(CBr)nnc2C1, CNC, CN(C)C=O. Product: CN(C)Cc1nnc2n1-c1ccc(Cl)cc1C(c1ccccc1)=[N+]([O-])C2. As a reaction SMILES: [Br:1][CH2:2][c:3]1[n:4][n:5][c:6]2[n:7]1-[c:8]1[c:9]([cH:20][c:21]([Cl:24])[cH:22][cH:23]1)[C:10]([c:14]1[cH:15][cH:16][cH:17][cH:18][cH:19]1)=[N+:11]([O-:13])[CH2:12]2.[CH3:25][NH:26][CH3:27].[CH3:28][N:29]([CH3:30])[CH:31]=[O:32]>>[CH2:2]([c:3]1[n:4][n:5][c:6]2[n:7]1-[c:8]1[c:9]([cH:20][c:21]([Cl:24])[cH:22][cH:23]1)[C:10]([c:14]1[cH:15][cH:16][cH:17][cH:18][cH:19]1)=[N+:11]([O-:13])[CH2:12]2)[N:26]([CH3:25])[CH3:27]. RXN SMILES: [CH2:1]([C:8]1[S:12][C:11]([NH:13][C:14](=[O:22])[C:15]2[CH:20]=[CH:19][C:18]([F:21])=[CH:17][CH:16]=2)=[N:10][C:9]=1[C:23]1[CH:28]=[CH:27][C:26]([O:29]C)=[CH:25][CH:24]=1)[C:2]1[CH:7]=[CH:6][CH:5]=[CH:4][CH:3]=1>ClCCl>[CH2:1]([C:8]1[S:12][C:11]([NH:13][C:14](=[O:22])[C:15]2[CH:20]=[CH:19][C:18]([F:21])=[CH:17][CH:16]=2)=[N:10][C:9]=1[C:23]1[CH:24]=[CH:25][C:26]([OH:29])=[CH:27][CH:28]=1)[C:2]1[CH:7]=[CH:6][CH:5]=[CH:4][CH:3]=1. Procedure: To a 100 ml three-necked flask were added 0.60 g (1.43 mmol) N-[5-benzyl-4-(4-methoxy-phenyl)-thiazol-2-yl]-4-fluoro-benzamide prepared in Example 4 and 15 ml dichloromethane, maintaining the temperature at lower than −10° C. in ice salt bath, and then added dropwise 1.7 ml of 1.763 mol/L BBR3 solution in dichloromethane. Upon the completion of addition, the resulting mixture was stirred at that temperature for 1 hour and then at room temperature for 1 hour, added 2 g ice, distilled under a redu... Yields the product C(C1=CC=CC=C1)C1=C(N=C(S1)NC(C1=CC=C(C=C1)F)=O)C1=CC=C(C=C1)O (N-[5-benzyl-4-(4-hydroxy-phenyl)-thiazol-2-yl]-4-fluoro-benzamide). Conditions: temperature -10 celsius, time 1 hour. Yield: 67.2%. Starting materials: C(C1=CC=CC=C1)C1=C(N=C(S1)NC(C1=CC=C(C=C1)F)=O)C1=CC=C(C=C1)OC (N-[5-benzyl-4-(4-methoxy-phenyl)-thiazol-2-yl]-4-fluoro-benzamide), ( 70 ), ice. Run in ClCCl (dichloromethane), ClCCl (dichloromethane). The reactants are CN1C(=O)Nc2ccccc2C1(O)C(=O)NC(N)=O, Clc1ccccc1Cl. The product is CN1C(=O)Nc2ccccc2C12NC(=O)NC2=O. RXN SMILES: [CH3:1][N:2]1[C:3](=[O:19])[NH:4][c:5]2[cH:6][cH:7][cH:8][cH:9][c:10]2[C:11]1([C:12](=[O:13])[NH:14][C:15](=[O:16])[NH2:17])[OH:18].[Cl:20][c:21]1[c:22]([Cl:23])[cH:24][cH:25][cH:26][cH:27]1>>[CH3:1][N:2]1[C:3](=[O:19])[NH:4][c:5]2[cH:6][cH:7][cH:8][cH:9][c:10]2[C:11]12[C:12](=[O:13])[NH:14][C:15](=[O:16])[NH:17]2. The reactants are COC(=O)[C@H]1NC[C@@H](C1)S(=O)(=O)C1=C(C=C(C=C1)OCC(F)(F)F)C(F)(F)F ((2S,4R)-4-[4-(2,2,2-trifluoro-ethoxy)-2-trifluoromethyl-benzenesulfonyl]-pyrrolidine-2-carboxylic acid methyl ester), COC(=O)[C@H]1N(C[C@@H](C1)S(=O)(=O)C1=C(C=C(C=C1)F)C(F)(F)F)C(CC(C)=O)=O ((2S,4R)-4-(4-fluoro-2-trifluoromethyl-benzenesulfonyl)-1-(3-oxo-butyryl)-pyrrolidine-2-carboxylic acid methyl ester), COC(=O)[C@H]1NC[C@@H](C1)S(=O)(=O)C1=C(C=C(C=C1)F)C(F)(F)F ((2S,4R)-4-(4-fluoro-2-trifluoromethyl-benzenesulfonyl)-pyrrolidine-2-carboxylic acid methyl ester), C(CC(=O)C)(=O)OC(C)(C)C (tert-butyl acetoacetate). Yields the product COC(=O)[C@H]1N(C[C@@H](C1)S(=O)(=O)C1=C(C=C(C=C1)OCC(F)(F)F)C(F)(F)F)C(CC(C)=O)=O ((2S,4R)-1-(3-Oxo-butyryl)-4-[4-(2,2,2-trifluoro-ethoxy)-2-trifluoromethyl-benzenesulfonyl]-pyrrolidine-2-carboxylic acid methyl ester). Reaction SMILES: [CH3:1][O:2][C:3]([C@@H:5]1[CH2:9][C@@H:8]([S:10]([C:13]2[CH:18]=[CH:17][C:16]([O:19][CH2:20][C:21]([F:24])([F:23])[F:22])=[CH:15][C:14]=2[C:25]([F:28])([F:27])[F:26])(=[O:12])=[O:11])[CH2:7][NH:6]1)=[O:4].COC([C@@H]1C[C@@H](S(C2C=CC(F)=CC=2C(F)(F)F)(=O)=O)CN1)=O.[C:52](OC(C)(C)C)(=[O:57])[CH2:53][C:54]([CH3:56])=[O:55].COC([C@@H]1C[C@@H](S(C2C=CC(F)=CC=2C(F)(F)F)(=O)=O)CN1C(=O)CC(=O)C)=O>>[CH3:1][O:2][C:3]([C@@H:5]1[CH2:9][C@@H:8]([S:10]([C:13]2[CH:18]=[CH:17][C:16]([O:19][CH2:20][C:21]([F:22])([F:23])[F:24])=[CH:15][C:14]=2[C:25]([F:26])([F:28])[F:27])(=[O:12])=[O:11])[CH2:7][N:6]1[C:52](=[O:57])[CH2:53][C:54](=[O:55])[CH3:56])=[O:4]. Reported procedure: In analogy to the procedure described in example 192f, (2S,4R)-4-[4-(2,2,2-trifluoro-ethoxy)-2-trifluoromethyl-benzenesulfonyl]-pyrrolidine-2-carboxylic acid methyl ester containing (2S,4R)-4-(4-fluoro-2-trifluoromethyl-benzenesulfonyl)-pyrrolidine-2-carboxylic acid methyl ester was reacted with tert-butyl acetoacetate to give a mixture of the title compound and (2S,4R)-4-(4-fluoro-2-trifluoromethyl-benzenesulfonyl)-1-(3-oxo-butyryl)-pyrrolidine-2-carboxylic acid methyl ester as colorless oil. M... The reactants are C(C)(C)(C)C=1C=C(CN[C@H]2CS(C[C@H]([C@@H]2O)CC2=CC(=C(C(=C2)F)[N+](=O)[O-])F)(=O)=O)C=CC1 ((3R,4S,5S)-3-(3-tert-butyl-benzylamino)-5-(3,5-difluoro-4-nitro-benzyl)-1,1-dioxo-hexahydro-1lambda*6*-thiopyran-4-ol), FC([C@@H](COC)O)(F)F ((R)-1,1,1-trifluoro-3-methoxy-propan-2-ol). The product is C(C)(C)(C)C=1C=C(CN[C@H]2CS(C[C@H]([C@@H]2O)CC2=CC(=C(C(=C2)O[C@@H](C(F)(F)F)COC)[N+](=O)[O-])F)(=O)=O)C=CC1 ((3R,4S,5S)-3-(3-tert-Butyl-benzylamino)-5-[3-fluoro-4-nitro-5-((R)-2,2,2-trifluoro-1-methoxymethyl-ethoxy)-benzyl]-1,1-dioxo-hexahydro-1lambda*6*-thiopyran-4-ol). As a reaction SMILES: [C:1]([C:5]1[CH:6]=[C:7]([CH:31]=[CH:32][CH:33]=1)[CH2:8][NH:9][C@@H:10]1[C@@H:15]([OH:16])[C@H:14]([CH2:17][C:18]2[CH:23]=[C:22](F)[C:21]([N+:25]([O-:27])=[O:26])=[C:20]([F:28])[CH:19]=2)[CH2:13][S:12](=[O:30])(=[O:29])[CH2:11]1)([CH3:4])([CH3:3])[CH3:2].[F:34][C:35]([F:42])([F:41])[C@H:36]([OH:40])[CH2:37][O:38][CH3:39]>>[C:1]([C:5]1[CH:6]=[C:7]([CH:31]=[CH:32][CH:33]=1)[CH2:8][NH:9][C@@H:10]1[C@@H:15]([OH:16])[C@H:14]([CH2:17][C:18]2[CH:23]=[C:22]([O:40][C@H:36]([CH2:37][O:38][CH3:39])[C:35]([F:42])([F:41])[F:34])[C:21]([N+:25]([O-:27])=[O:26])=[C:20]([F:28])[CH:19]=2)[CH2:13][S:12](=[O:29])(=[O:30])[CH2:11]1)([CH3:3])([CH3:4])[CH3:2]. Procedure details: The title compound was prepared in analogous manner as described for example 24j) from (3R,4S,5S)-3-(3-tert-butyl-benzylamino)-5-(3,5-difluoro-4-nitro-benzyl)-1,1-dioxo-hexahydro-1lambda*6*-thiopyran-4-ol (example 24i) and (R)-1,1,1-trifluoro-3-methoxy-propan-2-ol to yield the title compound as a colorless foam: TLC (EtOAc-MeOH 19:1) Rf=0.47; HPLC RtA=2.13 min; ESIMS [M+H]+=607; 1H NMR (600 MHz, DMSO-d6): δ 7.34 (s, 1H), 7.28 (s, 1H), 7.24 (m, 2H), 7.143 (d, 1H), 7.10 (d, 1H), 5.59 (m, 1H), 5.30...